Dataset: the Open Reaction Database (ORD), a public repository of structured organic reaction records. Task: describe an organic reaction: reactants, conditions, products, and yield Reactants: ClC1=C(C=C(S1)C1=NC2=CC=CC=C2C=C1OC1=CC=NC2=CC(=C(C=C12)OC)OC)C (4-[2-(5-Chloro-4-methyl-thiophen-2-yl)-quinolin-3-yloxy]-6,7-dimethoxy-quinoline), ClC1=C(C=C(S1)C1=NC2=CC=CC=C2C=C1OC1=CC=NC2=CC(=C(C=C12)OC)OC)C (4-[2-(5-Chloro-4-methyl-thiophen-2-yl)-quinolin-3-yloxy]-6,7-dimethoxy-quinoline). Reagents/catalysts: [OH-].[Pd+2].[OH-] (palladium hydroxide). Run in C(C)N(CC)CC.CN(C=O)C (triethylamine N,N-dimethylformamide). Reaction conditions: time 8 hour. The product is COC=1C=C2C(=CC=NC2=CC1OC)OC=1C(=NC2=CC=CC=C2C1)CCC(C)C (6,7-Dimethoxy-4-[2-(3-methyl-butyl)-quinolin-3-yloxy]-quinoline). Yield: 59.2%. As a reaction SMILES: Cl[C:2]1S[C:5]([C:7]2[C:16]([O:17][C:18]3[C:27]4[C:22](=[CH:23][C:24]([O:30][CH3:31])=[C:25]([O:28][CH3:29])[CH:26]=4)[N:21]=[CH:20][CH:19]=3)=[CH:15][C:14]3[C:9](=[CH:10][CH:11]=[CH:12][CH:13]=3)[N:8]=2)=[CH:4][C:3]=1[CH3:32]>C(N(CC)CC)C.CN(C)C=O.[OH-].[Pd+2].[OH-]>[CH3:29][O:28][C:25]1[CH:26]=[C:27]2[C:22](=[CH:23][C:24]=1[O:30][CH3:31])[N:21]=[CH:20][CH:19]=[C:18]2[O:17][C:16]1[C:7]([CH2:5][CH2:4][CH:3]([CH3:32])[CH3:2])=[N:8][C:9]2[C:14]([CH:15]=1)=[CH:13][CH:12]=[CH:11][CH:10]=2 |f:1.2,3.4.5|. Procedure: 4-[2-(5-Chloro-4-methyl-thiophen-2-yl)-quinolin-3-yloxy]-6,7-dimethoxy-quinoline (compound 290) (7 mg) was dissolved in triethylamine/N,N-dimethylformamide (0.5 ml/1.5 ml) to prepare a solution, 20% palladium hydroxide (68 mg) was added to the solution, and the mixture was stirred under a hydrogen gas atmosphere at room temperature overnight. The reaction solution was filtered, and the solvent was then removed by distillation under the reduced pressure. Water was added to the residue, and the mi... The reactants are O (H2O), S(=O)(Cl)Cl (thionyl chloride), OCC1=CC(=C(C(=O)OC)C=C1)C1=CC=CC=C1 (4-hydroxymethyl-2-phenylbenzoic acid, methyl ester), [Li+].[Cl-] (LiCl). The solvent is CN(C)C=O (DMF), CN(C)C=O (DMF). Conditions: time 1 hour. The product is COC(C1=C(C=C(C=C1)CCl)C1=CC=CC=C1)=O (4-chloromethyl-2-phenylbenzoic acid methyl ester). Isolated yield 82.8%. Reaction SMILES: S(Cl)(Cl)=O.O[CH2:6][C:7]1[CH:16]=[CH:15][C:10]([C:11]([O:13][CH3:14])=[O:12])=[C:9]([C:17]2[CH:22]=[CH:21][CH:20]=[CH:19][CH:18]=2)[CH:8]=1.[Li+].[Cl-:24].O>CN(C=O)C>[CH3:14][O:13][C:11](=[O:12])[C:10]1[CH:15]=[CH:16][C:7]([CH2:6][Cl:24])=[CH:8][C:9]=1[C:17]1[CH:22]=[CH:21][CH:20]=[CH:19][CH:18]=1 |f:2.3|. Reported procedure: A solution of thionyl chloride (10.0 g, 84.0 mmol) in DMF (10 mL) was added dropwise to a solution of 4-hydroxymethyl-2-phenylbenzoic acid, methyl ester (12.1 g, 50 mmol), prepared as in Example 158C, and LiCl (2.33 g, 55.0 mmol) in DMF (40 mL). After 1 hour, the reaction mixture was poured into H2O and the resulting mixture was extracted with ether (3×). The combined organic extracts were rinsed with H2O (2×), saturated aqueous NaHCO3 (3×) and brine, dried (MgSO4) and concentrated under reduced... Reactants: COC1=CC=CC(=N1)Cl (6-methoxy-2-chloropyridine), O.NN (hydrazine hydrate). The product is COC1=CC=CC(=N1)NN (6-Methoxy-2-hydrazinopyridine). Yield: 25.5%. As a reaction SMILES: [CH3:1][O:2][C:3]1[N:8]=[C:7](Cl)[CH:6]=[CH:5][CH:4]=1.O.[NH2:11][NH2:12]>>[CH3:1][O:2][C:3]1[N:8]=[C:7]([NH:11][NH2:12])[CH:6]=[CH:5][CH:4]=1 |f:1.2|. Reported procedure: 90 g (0.626 mol) of 6-methoxy-2-chloropyridine and 313.4 g of hydrazine hydrate were refluxed for 18 hours with stirring. The reaction mixture was cooled and the oil of the bottom layer was separated. The top layer was extracted three times with diethyl ether (total volume of 450 ml). The oil and the bottom layer left after extraction with diethyl ether were distilled under reduced pressure to remove the hydrazine hydrate. The residue was dissolved in 150 ml of a 20% aqueous solution of potassiu... The reactants are ClC1=CC=C(C=C1)[C@H](CC#N)C1CC1 ((3R)-3-(4-Chlorophenyl)-3-cyclopropylpropanenitrile), CO (methanol), [OH-].[Na+] (sodium hydroxide). Reaction conditions: temperature 0 celsius. The product is ClC1=CC=C(C=C1)[C@H](CC(=O)O)C1CC1 ((3R)-3-(4-Chlorophenyl)-3-cyclopropylpropanoic acid). Isolated yield 100.0%. As a reaction SMILES: [Cl:1][C:2]1[CH:7]=[CH:6][C:5]([C@@H:8]([CH:12]2[CH2:14][CH2:13]2)[CH2:9][C:10]#N)=[CH:4][CH:3]=1.[OH-:15].[Na+].C[OH:18]>>[Cl:1][C:2]1[CH:7]=[CH:6][C:5]([C@@H:8]([CH:12]2[CH2:14][CH2:13]2)[CH2:9][C:10]([OH:18])=[O:15])=[CH:4][CH:3]=1 |f:1.2|. Procedure: (3R)-3-(4-Chlorophenyl)-3-cyclopropylpropanenitrile (5.30 g, 25.8 mmol) is refluxed for 18 hours in a mixture of methanol (100 ml) and a 10% aqueous sodium hydroxide (100 ml). Methanol is removed in vacuo, the residual solution is cooled to 0° C. and acidified to pH 4 with concentrated hydrochloric acid. The aqueous layer is extracted with ethyl acetate (100 ml). The organic layer is dried over anhydrous sodium sulfate and concentrated in vacuo to afford the title compound as a colorless liquid ... Starting materials: CN(CCCCC(=O)O)C(=O)OCc1ccccc1, NCC1CN(c2ccc(N3CCOCC3=O)cc2)C(=O)O1. Yields the product CN(CCCCC(=O)NCC1CN(c2ccc(N3CCOCC3=O)cc2)C(=O)O1)C(=O)OCc1ccccc1. Reaction SMILES: [CH2:1]([c:2]1[cH:3][cH:4][cH:5][cH:6][cH:7]1)[O:8][C:9](=[O:10])[N:11]([CH2:12][CH2:13][CH2:14][CH2:15][C:16](=[O:17])[OH:18])[CH3:19].[NH2:20][CH2:21][CH:22]1[CH2:23][N:24]([c:28]2[cH:29][cH:30][c:31]([N:34]3[C:35](=[O:40])[CH2:36][O:37][CH2:38][CH2:39]3)[cH:32][cH:33]2)[C:25](=[O:27])[O:26]1>>[CH2:1]([c:2]1[cH:3][cH:4][cH:5][cH:6][cH:7]1)[O:8][C:9](=[O:10])[N:11]([CH2:12][CH2:13][CH2:14][CH2:15][C:16](=[O:18])[NH:20][CH2:21][CH:22]1[CH2:23][N:24]([c:28]2[cH:29][cH:30][c:31]([N:34]3[C:35](=[O:40])[CH2:36][O:37][CH2:38][CH2:39]3)[cH:32][cH:33]2)[C:25](=[O:27])[O:26]1)[CH3:19]. Starting materials: [Br-], COc1cccc(C(=O)NC2(C(=O)N(C)OC)CC2)c1C, Cc1cc(C)cc([Mg+])c1, [Na+], O=C([O-])O. Product: COc1cccc(C(=O)NC2(C(=O)c3cc(C)cc(C)c3)CC2)c1C. Reaction SMILES: [Br-:22].[CH3:1][O:2][c:3]1[c:4]([CH3:21])[c:5]([C:6](=[O:7])[NH:8][C:9]2([C:12]([N:13]([O:14][CH3:15])[CH3:16])=[O:17])[CH2:10][CH2:11]2)[cH:18][cH:19][cH:20]1.[CH3:23][c:24]1[cH:25][c:26]([Mg+:31])[cH:27][c:28]([CH3:30])[cH:29]1.[Na+:36].[O-:32][C:33]([OH:34])=[O:35]>>[CH3:1][O:2][c:3]1[c:4]([CH3:21])[c:5]([C:6](=[O:7])[NH:8][C:9]2([C:12](=[O:17])[c:26]3[cH:25][c:24]([CH3:23])[cH:29][c:28]([CH3:30])[cH:27]3)[CH2:10][CH2:11]2)[cH:18][cH:19][cH:20]1. As a reaction SMILES: F[C:2](F)(F)C(O)=O.[N:8]1C=[CH:12][CH:11]=[CH:10][CH:9]=1.[C:14]([OH:19])(=O)[C:15](O)=[O:16].O.CS(C)=O.[CH:25]1[CH:30]=[CH:29][CH:28]=[CH:27][CH:26]=1>CCOCC.CO>[CH3:2][C:14]1([CH:15]=[O:16])[C:9]2[NH:8][C:25]3[C:30]([C:10]=2[CH2:11][CH2:12][O:19]1)=[CH:29][CH:28]=[CH:27][CH:26]=3 |f:4.5|. Product: CC1(OCCC2=C1NC1=CC=CC=C21)C=O (1-METHYL-1,3,4,9-TETRAHYDROPYRANO[3,4-b]INDOLE-1-CARBOXALDEHYDE). The solvent is CCOCC (ether), CO (methanol). The reactants are N,N-dicyclohexylcarbodiimide, primary alcohol, CS(=O)C.C1=CC=CC=C1 (dimethyl sulfoxide benzene), C(C(=O)O)(=O)O (oxalic acid), FC(C(=O)O)(F)F (trifluoroacetic acid), N1=CC=CC=C1 (pyridine), O (water). Reported procedure: N,N-dicyclohexylcarbodiimide (17.36 g, 0.084 mole) is added to a cooled, stirred solution of the above primary alcohol (6.09 g, 0.028 mole) in 63 ml of dimethyl sulfoxide-benzene (2:1) containing trifluoroacetic acid (1.12 ml, 0.014 mole) and pyridine (2.24 ml, 0.028 mole). The reaction is stirred at room temperature under nitrogen for 5 hr. The reaction mixture is now diluted with 600 ml of ether, followed by the dropwise addition of a solution of oxalic acid (7.56 g) in 21 ml of methanol. Afte... Run at time 5 hour. Starting materials: CC#N, COC(=O)C#CC1CCCC1, Cl, C1CCC2=NCCCN2CC1, C[Si](C)(C)CCOCn1ccc2c(-c3cn[nH]c3)ncnc21. Product: COC(=O)C=C(C1CCCC1)n1cc(-c2ncnc3c2ccn3COCC[Si](C)(C)C)cn1. RXN SMILES: [CH3:34][C:35]#[N:36].[CH:23]1([C:28]#[C:29][C:30](=[O:31])[O:32][CH3:33])[CH2:24][CH2:25][CH2:26][CH2:27]1.[ClH:48].[N:37]12[CH2:38][CH2:39][CH2:40][N:41]=[C:42]1[CH2:43][CH2:44][CH2:45][CH2:46][CH2:47]2.[nH:1]1[n:2][cH:3][c:4](-[c:6]2[c:7]3[c:8]([n:9][cH:10][n:11]2)[n:12]([CH2:15][O:16][CH2:17][CH2:18][Si:19]([CH3:20])([CH3:21])[CH3:22])[cH:13][cH:14]3)[cH:5]1>>[n:1]1([C:28]([CH:23]2[CH2:24][CH2:25][CH2:26][CH2:27]2)=[CH:29][C:30](=[O:31])[O:32][CH3:33])[n:2][cH:3][c:4](-[c:6]2[c:7]3[c:8]([n:9][cH:10][n:11]2)[n:12]([CH2:15][O:16][CH2:17][CH2:18][Si:19]([CH3:20])([CH3:21])[CH3:22])[cH:13][cH:14]3)[cH:5]1. Reactants: Cl.BrC1=NC=CC(=C1)C (2-bromo-4-methylpyridine hydrochloride), CC1=C(CS)C=C(C=C1)C (2,5-dimethylbenzylmercaptan), [OH-].[Na+] (sodium hydroxide), O (water). Run in CN(C)C=O (DMF). Yields the product CC1=C(C=C(C=C1)C)CSC1=[N+](C=CC(=C1)C)[O-] (2-[(2,5-dimethylphenyl)methylthio]-4-methylpyridine-1-oxide). Reaction SMILES: Cl.Br[C:3]1[CH:8]=[C:7]([CH3:9])[CH:6]=[CH:5][N:4]=1.[CH3:10][C:11]1[CH:18]=[CH:17][C:16]([CH3:19])=[CH:15][C:12]=1[CH2:13][SH:14].[OH-:20].[Na+].O>CN(C=O)C>[CH3:10][C:11]1[CH:18]=[CH:17][C:16]([CH3:19])=[CH:15][C:12]=1[CH2:13][S:14][C:3]1[CH:8]=[C:7]([CH3:9])[CH:6]=[CH:5][N+:4]=1[O-:20] |f:0.1,3.4|. Reported procedure: A mixture of 1.34 g (0.006 mole) of 2-bromo-4-methylpyridine hydrochloride, 1.06 g (0.007 mole) of 2,5-dimethylbenzylmercaptan and 0.56 g (0.014 mole) of powdered sodium hydroxide were stirred together at room temperature in 15 ml of DMF for 15 minutes. The reaction mixture was poured into water and the precipitate filtered off and washed with water. Yield 1.47 g or 95%. Reactants: ClC1=C(C=NC2=CC(=C(C=C12)OC)OC)C#N (4-chloro-6,7-dimethoxy-3-quinolinecarbonitrile), Cl.N1=CC=CC=C1 (pyridine hydrochloride), NC=1C=NC=CC1 (3-amino-pyridine). Solvent: C(C)OCCO (2-ethoxyethanol). The product is COC=1C=C2C(=C(C=NC2=CC1OC)C#N)NC=1C=NC=CC1 (6,7-Dimethoxy-4-(pyridin-3-ylamino)-quinoline-3-carbonitrile). The yield is 19.8%. RXN SMILES: Cl[C:2]1[C:11]2[C:6](=[CH:7][C:8]([O:14][CH3:15])=[C:9]([O:12][CH3:13])[CH:10]=2)[N:5]=[CH:4][C:3]=1[C:16]#[N:17].Cl.N1C=CC=CC=1.[NH2:25][C:26]1[CH:27]=[N:28][CH:29]=[CH:30][CH:31]=1>C(OCCO)C>[CH3:13][O:12][C:9]1[CH:10]=[C:11]2[C:6](=[CH:7][C:8]=1[O:14][CH3:15])[N:5]=[CH:4][C:3]([C:16]#[N:17])=[C:2]2[NH:25][C:26]1[CH:27]=[N:28][CH:29]=[CH:30][CH:31]=1 |f:1.2|. Procedure details: Using an analogous procedure to that described in Example 286, 248.7 mg (1 mmol) of 4-chloro-6,7-dimethoxy-3-quinolinecarbonitrile in 15 mL of 2-ethoxyethanol and in the presence of 115.6 mg (1 mmol) of pyridine hydrochloride was reacted with 112.9 mg (1.2 mmol) of 3-amino-pyridine to give 60.6 mg (19.8%) of the product as an orange solid, m.p. 231-233° C., mass (electrospray, m/e): M+H 306.8.